This data is from the Open Reaction Database (ORD), a public repository of structured organic reaction records. The task is: describe an organic reaction: reactants, conditions, products, and yield The reactants are CN(C)CCCN1CCCc2cc(N)ccc21, CCO, I, [Na+], [Na+], O=C([O-])[O-], O, CSC(=N)c1cccs1. The product is CN(C)CCCN1CCCc2cc(NC(=N)c3cccs3)ccc21. RXN SMILES: [CH3:1][N:2]([CH2:3][CH2:4][CH2:5][N:6]1[CH2:7][CH2:8][CH2:9][c:10]2[cH:11][c:12]([NH2:16])[cH:13][cH:14][c:15]21)[CH3:17].[CH3:28][CH2:29][OH:30].[IH:18].[Na+:32].[Na+:33].[O-:34][C:35](=[O:36])[O-:37].[OH2:31].[s:19]1[c:20]([C:24](=[NH:25])[S:26][CH3:27])[cH:21][cH:22][cH:23]1>>[CH3:1][N:2]([CH2:3][CH2:4][CH2:5][N:6]1[CH2:7][CH2:8][CH2:9][c:10]2[cH:11][c:12]([NH:16][C:24]([c:20]3[s:19][cH:23][cH:22][cH:21]3)=[NH:25])[cH:13][cH:14][c:15]21)[CH3:17]. Procedure: A sample of the compound from Example 100 above is hydrolyzed with 1N NaOH according to standard methods. The product is purified by chromatography on silica gel and converted into the title compound by treatment with HCl in ether according to Example 14c. Yields the product Cl.Cl.CN1[C@@H](CCC1)COC=1C=NC=C(C1)C(=O)O (3-((1-methyl-2-(S)-pyrrolidinyl)methoxy)pyridine-5-carboxylic acid dihydrochloride). As a reaction SMILES: [ClH:1].Cl.C[O:4][C:5]([C:7]1[CH:8]=[C:9]([O:13][CH2:14][C@@H:15]2[CH2:19][CH2:18][CH2:17][N:16]2[CH3:20])[CH:10]=[N:11][CH:12]=1)=[O:6].[OH-].[Na+]>>[ClH:1].[ClH:1].[CH3:20][N:16]1[CH2:17][CH2:18][CH2:19][C@H:15]1[CH2:14][O:13][C:9]1[CH:10]=[N:11][CH:12]=[C:7]([C:5]([OH:6])=[O:4])[CH:8]=1 |f:0.1.2,3.4,5.6.7|. The reactants are Cl.Cl.COC(=O)C=1C=C(C=NC1)OC[C@H]1N(CCC1)C (3-((1-methyl-2-(S)-pyrrolidinyl)methoxy)pyridine-5 carboxylic acid methyl ester dihydrochloride), [OH-].[Na+] (NaOH). Starting materials: OC1=CC=C(C=C1)CCCN1C=NC=C1 (1-[3-(4-hydroxyphenyl)propyl]imidazole), ClCC=1N=C(OC1)C1=CC2=CC=CC=C2CC1 (4-chloromethyl-2-(3,4-dihydro-2-naphthyl)oxazole). Yields the product C1=C(CCC2=CC=CC=C12)C=1OC=C(N1)COC1=CC=C(C=C1)CCCN1C=NC=C1 (2-(3,4-dihydro-2-naphthyl)-4-[4-[3-(1-imidazolyl)propyl]phenoxymethyl]oxazole). Isolated yield 42.0%. Reaction SMILES: [OH:1][C:2]1[CH:7]=[CH:6][C:5]([CH2:8][CH2:9][CH2:10][N:11]2[CH:15]=[CH:14][N:13]=[CH:12]2)=[CH:4][CH:3]=1.Cl[CH2:17][C:18]1[N:19]=[C:20]([C:23]2[CH2:32][CH2:31][C:30]3[C:25](=[CH:26][CH:27]=[CH:28][CH:29]=3)[CH:24]=2)[O:21][CH:22]=1>>[CH:24]1[C:25]2[C:30](=[CH:29][CH:28]=[CH:27][CH:26]=2)[CH2:31][CH2:32][C:23]=1[C:20]1[O:21][CH:22]=[C:18]([CH2:17][O:1][C:2]2[CH:7]=[CH:6][C:5]([CH2:8][CH2:9][CH2:10][N:11]3[CH:15]=[CH:14][N:13]=[CH:12]3)=[CH:4][CH:3]=2)[N:19]=1. Procedure: In substantially the same manner as in Working Example 37, 1-[3-(4-hydroxyphenyl)propyl]imidazole was allowed to react with 4-chloromethyl-2-(3,4-dihydro-2-naphthyl)oxazole to give 2-(3,4-dihydro-2-naphthyl)-4-[4-[3-(1-imidazolyl)propyl]phenoxymethyl]oxazole. The yield was 42%. Recrystallization from ethyl acetate-hexane gave colorless prisms, mp 99-100° C.